From a dataset of the Open Reaction Database (ORD), a public repository of structured organic reaction records. describe an organic reaction: reactants, conditions, products, and yield The reactants are ClCCl, COc1cc2c(Cl)ncnc2cc1O, CC(C)(C)OC(=O)N1CCCC(O)C1, c1ccc(P(c2ccccc2)c2ccccc2)cc1. Yields the product COc1cc2c(Cl)ncnc2cc1OC1CCCN(C(=O)OC(C)(C)C)C1. RXN SMILES: [CH2:48]([Cl:49])[Cl:50].[Cl:15][c:16]1[n:17][cH:18][n:19][c:20]2[cH:21][c:22]([OH:28])[c:23]([O:26][CH3:27])[cH:24][c:25]12.[OH:1][CH:2]1[CH2:3][N:4]([C:8](=[O:9])[O:10][C:11]([CH3:12])([CH3:13])[CH3:14])[CH2:5][CH2:6][CH2:7]1.[c:29]1([P:30]([c:31]2[cH:32][cH:33][cH:34][cH:35][cH:36]2)[c:37]2[cH:38][cH:39][cH:40][cH:41][cH:42]2)[cH:43][cH:44][cH:45][cH:46][cH:47]1>>[O:1]([CH:2]1[CH2:3][N:4]([C:8](=[O:9])[O:10][C:11]([CH3:12])([CH3:13])[CH3:14])[CH2:5][CH2:6][CH2:7]1)[c:22]1[cH:21][c:20]2[n:19][cH:18][n:17][c:16]([Cl:15])[c:25]2[cH:24][c:23]1[O:26][CH3:27]. Reactants: N#Cc1ccc2oc(-c3ccc(NC(=O)CBr)cc3)nc2c1, O=C([O-])[O-], Oc1ccc(F)cc1, [K+], [K+]. The product is N#Cc1ccc2oc(-c3ccc(NC(=O)COc4ccc(F)cc4)cc3)nc2c1. RXN SMILES: [Br:15][CH2:16][C:17](=[O:18])[NH:19][c:20]1[cH:21][cH:22][c:23](-[c:26]2[o:27][c:28]3[c:29]([n:30]2)[cH:31][c:32]([C:35]#[N:36])[cH:33][cH:34]3)[cH:24][cH:25]1.[C:9](=[O:10])([O-:11])[O-:12].[F:1][c:2]1[cH:3][cH:4][c:5]([OH:8])[cH:6][cH:7]1.[K+:13].[K+:14]>>[F:1][c:2]1[cH:3][cH:4][c:5]([O:8][CH2:16][C:17](=[O:18])[NH:19][c:20]2[cH:21][cH:22][c:23](-[c:26]3[o:27][c:28]4[c:29]([n:30]3)[cH:31][c:32]([C:35]#[N:36])[cH:33][cH:34]4)[cH:24][cH:25]2)[cH:6][cH:7]1. The reactants are C(C)(C)(C)C1=CC=C(C=C1)NC(=O)C=1C(=NC=CC1)NC1=CC=C2C=NNC2=C1 (N-[4-(tert-butyl)phenyl][2-(1H-indazol-6-ylamino)(3-pyridyl)]carboxamide), C1CC(=O)N(C1=O)Br (NBS). Run in C1=CC=CC=C1 (benzene). Conditions: temperature 80 celsius. Yields the product C(C)(C)(C)C1=CC=C(C=C1)NC(=O)C=1C(=NC=CC1)NC1=CC=C2C=NNC2=C1Br (N-[4-(tert-Butyl)phenyl]{2-[(7-bromo(1H-indazol-6-yl))amino](3-pyridyl)}carboxamide). Reaction SMILES: [C:1]([C:5]1[CH:10]=[CH:9][C:8]([NH:11][C:12]([C:14]2[C:15]([NH:20][C:21]3[CH:29]=[C:28]4[C:24]([CH:25]=[N:26][NH:27]4)=[CH:23][CH:22]=3)=[N:16][CH:17]=[CH:18][CH:19]=2)=[O:13])=[CH:7][CH:6]=1)([CH3:4])([CH3:3])[CH3:2].C1C(=O)N([Br:37])C(=O)C1>C1C=CC=CC=1>[C:1]([C:5]1[CH:6]=[CH:7][C:8]([NH:11][C:12]([C:14]2[C:15]([NH:20][C:21]3[C:29]([Br:37])=[C:28]4[C:24]([CH:25]=[N:26][NH:27]4)=[CH:23][CH:22]=3)=[N:16][CH:17]=[CH:18][CH:19]=2)=[O:13])=[CH:9][CH:10]=1)([CH3:4])([CH3:2])[CH3:3]. Procedure details: A mixture of N-[4-(tert-butyl)phenyl][2-(1H-indazol-6-ylamino)(3-pyridyl)]carboxamide (620 mg) (Example 8) and NBS (330 mg) in benzene (50 ml) was heated at 80° C. for 3 h. The solvent was evaporated under reduced pressure and the residue was purified by column chromatography to give the title compound. MS (ES+): 464 (M+H)+; (ES−): 462 (M−H). Calc'd. for C23H22BrN5O−463.1. Starting materials: CC(CC(=O)Nc1c(C(=O)c2ccccc2)[nH]c2cc(Cl)ccc12)OCc1ccccc1, CCOC(C)=O. The product is CC(O)CC(=O)Nc1c(C(=O)c2ccccc2)[nH]c2cc(Cl)ccc12. Reaction SMILES: [C:1]([c:2]1[cH:3][cH:4][cH:5][cH:6][cH:7]1)(=[O:8])[c:9]1[nH:10][c:11]2[cH:12][c:13]([Cl:32])[cH:14][cH:15][c:16]2[c:17]1[NH:18][C:19]([CH2:20][CH:21]([CH3:22])[O:23][CH2:24][c:25]1[cH:26][cH:27][cH:28][cH:29][cH:30]1)=[O:31].[CH3:33][CH2:34][O:35][C:36](=[O:37])[CH3:38]>>[C:1]([c:2]1[cH:3][cH:4][cH:5][cH:6][cH:7]1)(=[O:8])[c:9]1[nH:10][c:11]2[cH:12][c:13]([Cl:32])[cH:14][cH:15][c:16]2[c:17]1[NH:18][C:19]([CH2:20][CH:21]([CH3:22])[OH:23])=[O:31]. Product: BrC=1C(=C(SC1)NC(CN1C(C=CC2=CC(=C(C=C12)F)C(F)(F)F)=O)=O)C1=NC=NN1 (N-(4-bromo-3-(1H-1,2,4-triazol-5-yl)thiophen-2-yl)-2-(7-fluoro-2-oxo-6-(trifluoromethyl)quinolin-1(2H)-yl)acetamide). Procedure details: N-(4-bromo-3-(1H-1,2,4-triazol-5-yl)thiophen-2-yl)-2-(7-fluoro-2-oxo-6-(trifluoromethyl)quinolin-1(2H)-yl)acetamide was synthesized from 2-(7-fluoro-2-oxo-6-(trifluoromethyl)quinolin-1(2H)-yl)acetic acid and 4-bromo-3-(1H-1,2,4-triazol-5-yl)thiophen-2-amine according to protocol A. Retention time (min)=6.276, method [7], MS(ESI) 516.0 (M+H); 1H NMR (300 MHz, DMSO-d6) δ 8.54 (b s, 1H), 8.37 (d, J=8.24 Hz, 1H), 8.20 (d, J=9.34 Hz, 1H), 7.89 (d, J=13.72 Hz, 1H), 7.31 (s, 1H), 6.81 (d, J=9.34 Hz, 1H... As a reaction SMILES: [F:1][C:2]1[CH:11]=[C:10]2[C:5]([CH:6]=[CH:7][C:8](=[O:16])[N:9]2[CH2:12][C:13]([OH:15])=O)=[CH:4][C:3]=1[C:17]([F:20])([F:19])[F:18].[Br:21][C:22]1[C:23]([C:28]2[NH:32][N:31]=[CH:30][N:29]=2)=[C:24]([NH2:27])[S:25][CH:26]=1>>[Br:21][C:22]1[C:23]([C:28]2[NH:32][N:31]=[CH:30][N:29]=2)=[C:24]([NH:27][C:13](=[O:15])[CH2:12][N:9]2[C:10]3[C:5](=[CH:4][C:3]([C:17]([F:19])([F:18])[F:20])=[C:2]([F:1])[CH:11]=3)[CH:6]=[CH:7][C:8]2=[O:16])[S:25][CH:26]=1. Starting materials: FC1=C(C=C2C=CC(N(C2=C1)CC(=O)O)=O)C(F)(F)F (2-(7-fluoro-2-oxo-6-(trifluoromethyl)quinolin-1(2H)-yl)acetic acid), BrC=1C(=C(SC1)N)C1=NC=NN1 (4-bromo-3-(1H-1,2,4-triazol-5-yl)thiophen-2-amine). Reactants: NaOH ice methanol, NC1CCN(CC1)CC12C3=CC=CC=C3C(C=3C=CC=CC13)C2 (4-amino-1-(9,10-dihydro-9,10-methanoanthracen-9-ylmethyl)-piperidine), FC1=NC=CC=C1 (2-fluoropyridine), [F-].[K+] (potassium fluoride). The solvent is CN1C(CCC1)=O (N-methylpyrrolidinone). The product is hydrochloride salt, C1=CC=CC=2C3C4=CC=CC=C4C(C12)(C3)CN3CCC(CC3)NC3=NC=CC=C3 (1-(9,10-Dihydro-9,10-methanoanthracen-9-ylmethyl)-4-(2-pyridylamino)piperidine). Isolated yield 50.0%. RXN SMILES: [NH2:1][CH:2]1[CH2:7][CH2:6][N:5]([CH2:8][C:9]23[CH2:23][CH:16]([C:17]4[CH:18]=[CH:19][CH:20]=[CH:21][C:22]=42)[C:15]2[C:10]3=[CH:11][CH:12]=[CH:13][CH:14]=2)[CH2:4][CH2:3]1.F[C:25]1[CH:30]=[CH:29][CH:28]=[CH:27][N:26]=1.[F-].[K+]>CN1CCCC1=O>[CH:21]1[C:22]2[C:9]3([CH2:8][N:5]4[CH2:6][CH2:7][CH:2]([NH:1][C:25]5[CH:30]=[CH:29][CH:28]=[CH:27][N:26]=5)[CH2:3][CH2:4]4)[CH2:23][CH:16]([C:15]4[C:10]3=[CH:11][CH:12]=[CH:13][CH:14]=4)[C:17]=2[CH:18]=[CH:19][CH:20]=1 |f:2.3|. Procedure details: 4-amino-1-(9,10-dihydro-9,10-methanoanthracen-9-ylmethyl)-piperidine (0.305 g, 1.0 mmol, prepared as described in Example 8b), 2-fluoropyridine (0.117 g, 1.2 mmol), and anhydrous potassium fluoride (0.174 g, 3.0 mmol) were heated to 150° C. in 3 mL N-methylpyrrolidinone for 52 hours. The warm reaction mixture was added slowly to a rapidly stirring mixture of aqueous NaOH/ice/methanol to give a tan precipitate. The solid was collected and washed with water. The solid was dissolved in methanolic h... Starting materials: C(C1=CC=CC=C1)OC(=O)N[C@@H]1[C@@H](CN(CC1)C(=O)OC(C)(C)C)F ((cis)-tert-Butyl 4-(benzyloxycarbonylamino)-3-fluoropiperidine-1-carboxylate), 1, C(=O)(C(F)(F)F)O (TFA). Solvent: C(Cl)Cl (DCM). Reaction conditions: time 1 hour. Yields the product F[C@@H]1CNCC[C@@H]1NC(OCC1=CC=CC=C1)=O (benzyl(cis)-3-fluoropiperidin-4-ylcarbamate). The yield is 78.9%. Reaction SMILES: [CH2:1]([O:8][C:9]([NH:11][C@H:12]1[CH2:17][CH2:16][N:15](C(OC(C)(C)C)=O)[CH2:14][C@H:13]1[F:25])=[O:10])[C:2]1[CH:7]=[CH:6][CH:5]=[CH:4][CH:3]=1.C(O)(C(F)(F)F)=O>C(Cl)Cl>[F:25][C@H:13]1[C@@H:12]([NH:11][C:9](=[O:10])[O:8][CH2:1][C:2]2[CH:7]=[CH:6][CH:5]=[CH:4][CH:3]=2)[CH2:17][CH2:16][NH:15][CH2:14]1. Procedure details: (cis)-tert-Butyl 4-(benzyloxycarbonylamino)-3-fluoropiperidine-1-carboxylate (7.5 g, 21.3 mmol) was weighed into a 500 mL 1 neck round bottom and dissolved in 200 mL of DCM, followed by addition of TFA (16.4 mL, 213 mmol) and stirring at ambient temperature for 1 hour, at which time all bubbling had ceased and the reaction appeared complete by TLC. The crude reaction was concentrated in vacuo, followed by aqueous work-up with 2 N NaOH and DCM. The combined organics were dried over Na2SO4, filter...